This data is from the Open Reaction Database (ORD), a public repository of structured organic reaction records. The task is: describe an organic reaction: reactants, conditions, products, and yield The reactants are O=C1C(=CNC2=CC=CC=C12)C(=O)OCC (Ethyl 4-oxo-1,4-dihydroquinoline-3-carboxylate), C([O-])([O-])=O.[K+].[K+] (potassium carbonate), BrCC1=CC=C(C=C1)C1=CC=CC=C1 (4-(bromomethyl)biphenyl), [I-].[K+] (potassium iodide). Run in C(C)(=O)OCC (ethyl acetate), O (water), CN(C=O)C (N,N-dimethylformamide). Reaction conditions: time 18 hour. Yields the product C1(=CC=C(C=C1)CN1C=C(C(C2=CC=CC=C12)=O)C(=O)OCC)C1=CC=CC=C1 (ethyl 1-(biphenyl-4-ylmethyl)-4-oxo-1,4-dihydroquinoline-3-carboxylate). Reaction SMILES: [O:1]=[C:2]1[C:11]2[C:6](=[CH:7][CH:8]=[CH:9][CH:10]=2)[NH:5][CH:4]=[C:3]1[C:12]([O:14][CH2:15][CH3:16])=[O:13].Br[CH2:18][C:19]1[CH:24]=[CH:23][C:22]([C:25]2[CH:30]=[CH:29][CH:28]=[CH:27][CH:26]=2)=[CH:21][CH:20]=1.[I-].[K+].C(=O)([O-])[O-].[K+].[K+]>CN(C)C=O.C(OCC)(=O)C.O>[C:22]1([C:25]2[CH:26]=[CH:27][CH:28]=[CH:29][CH:30]=2)[CH:21]=[CH:20][C:19]([CH2:18][N:5]2[C:6]3[C:11](=[CH:10][CH:9]=[CH:8][CH:7]=3)[C:2](=[O:1])[C:3]([C:12]([O:14][CH2:15][CH3:16])=[O:13])=[CH:4]2)=[CH:24][CH:23]=1 |f:2.3,4.5.6|. Reported procedure: Ethyl 4-oxo-1,4-dihydroquinoline-3-carboxylate (6.11 g, 28.1 mmol), 4-(bromomethyl)biphenyl (9.04 g, 36.6 mmol, 1.3 equiv), potassium iodide (467 mg, 2.81 mmol, 0.1 equiv) and potassium carbonate (9.72 g, 70.3 mmol, 2.5 equiv) were combined in N,N-dimethylformamide (10 mL) and stirred at ambient temperature for 18 hours. The mixture was poured into water (100 mL) and ethyl acetate (100 mL) and aged for 2 hours. The mixture was filtered, the filtrate discarded and the solid was dissolved in dichl... RXN SMILES: [CH2:19]1[O:20][CH2:21][CH2:22][O:23][CH2:24][CH2:25][O:26][CH2:27][CH2:28][O:29][CH2:30][CH2:31][O:32][CH2:33]1.[H-:17].[Na+:18].[Na+:44].[O:49]1[CH2:50][CH2:51][CH2:52][CH2:53]1.[OH:45][C:46](=[O:47])[O-:48].[c:1]1([CH3:16])[c:2](-[c:9]2[cH:10][c:11]([CH:14]=[O:15])[cH:12][nH:13]2)[c:3]([CH3:8])[cH:4][c:5]([CH3:7])[cH:6]1.[n:34]1[cH:35][c:36]([S:40](=[O:41])(=[O:42])[Cl:43])[cH:37][cH:38][cH:39]1>>[c:1]1([CH3:16])[c:2](-[c:9]2[cH:10][c:11]([CH:14]=[O:15])[cH:12][n:13]2[S:40]([c:36]2[cH:35][n:34][cH:39][cH:38][cH:37]2)(=[O:41])=[O:42])[c:3]([CH3:8])[cH:4][c:5]([CH3:7])[cH:6]1. Reactants: C1COCCOCCOCCOCCO1, [H-], [Na+], [Na+], C1CCOC1, O=C([O-])O, Cc1cc(C)c(-c2cc(C=O)c[nH]2)c(C)c1, O=S(=O)(Cl)c1cccnc1. Yields the product Cc1cc(C)c(-c2cc(C=O)cn2S(=O)(=O)c2cccnc2)c(C)c1. Reaction SMILES: [Al+3:2].[CH2:29]1[O:30][CH2:31][CH2:32][CH2:33]1.[F:7][c:8]1[c:9]([S:14][CH2:15][CH:16]([NH2:17])[C:18](=[O:19])[O:20][CH3:21])[cH:10][cH:11][cH:12][cH:13]1.[H-:1].[H-:4].[H-:5].[H-:6].[Li+:3].[Na+:22].[Na+:23].[O-:24][S:25](=[O:26])(=[O:27])[O-:28].[OH2:34]>>[F:7][c:8]1[c:9]([S:14][CH2:15][CH:16]([NH2:17])[CH2:18][OH:19])[cH:10][cH:11][cH:12][cH:13]1. Starting materials: [Al+3], C1CCOC1, COC(=O)C(N)CSc1ccccc1F, [H-], [H-], [H-], [H-], [Li+], [Na+], [Na+], O=S(=O)([O-])[O-], O. The product is NC(CO)CSc1ccccc1F. Starting materials: CC(=O)OC1CSC(Br)C(OC(C)=O)C1OC(C)=O, FC(F)(F)c1ccccc1S. Yields the product CC(=O)OC1CSC(Sc2ccccc2C(F)(F)F)C(OC(C)=O)C1OC(C)=O. RXN SMILES: [C:12]([CH3:13])(=[O:14])[O:15][CH:16]1[CH:17]([Br:30])[S:18][CH2:19][CH:20]([O:26][C:27]([CH3:28])=[O:29])[CH:21]1[O:22][C:23]([CH3:24])=[O:25].[F:1][C:2]([c:3]1[c:4]([SH:9])[cH:5][cH:6][cH:7][cH:8]1)([F:10])[F:11]>>[F:1][C:2]([c:3]1[c:4]([S:9][CH:17]2[CH:16]([O:15][C:12]([CH3:13])=[O:14])[CH:21]([O:22][C:23]([CH3:24])=[O:25])[CH:20]([O:26][C:27]([CH3:28])=[O:29])[CH2:19][S:18]2)[cH:5][cH:6][cH:7][cH:8]1)([F:10])[F:11]. The reactants are C(C)N(CC)S(F)(F)F (diethylaminosulfur trifluoride), OC1C(NC2=C(C(=N1)C1=C(C=CC=C1)F)C=C(C=C2)Cl)=O (3-hydroxy-1,3-dihydro-7-chloro-5-(2-fluorophenyl)-2H-1,4-benzodiazepin-2-one), ice water. Solvent: C(Cl)Cl (methylene chloride). The product is FC1C(NC2=C(C(=N1)C1=C(C=CC=C1)F)C=C(C=C2)Cl)=O (3-fluoro-1,3-dihydro-7-chloro-5-(2-fluorophenyl)-2H-1,4-benzodiazepin-2-one). The yield is 65.2%. As a reaction SMILES: O[CH:2]1[N:8]=[C:7]([C:9]2[CH:14]=[CH:13][CH:12]=[CH:11][C:10]=2[F:15])[C:6]2[CH:16]=[C:17]([Cl:20])[CH:18]=[CH:19][C:5]=2[NH:4][C:3]1=[O:21].C(N(S(F)(F)[F:28])CC)C>C(Cl)Cl>[F:28][CH:2]1[N:8]=[C:7]([C:9]2[CH:14]=[CH:13][CH:12]=[CH:11][C:10]=2[F:15])[C:6]2[CH:16]=[C:17]([Cl:20])[CH:18]=[CH:19][C:5]=2[NH:4][C:3]1=[O:21]. Reported procedure: A well stirred suspension of 3.0 g (0.01 mole) of 3-hydroxy-1,3-dihydro-7-chloro-5-(2-fluorophenyl)-2H-1,4-benzodiazepin-2-one in 150 ml of methylene chloride was cooled to -70°, and 7.5 ml (0.06 mol) of diethylaminosulfur trifluoride was added dropwise over a period of 10 min. The reaction mixture was then allowed to warm slowly over a period of 26 min. to -10° and then poured into 200 ml of ice water. The organic layer was separated, dried over MgSO4, and evaporated to dryness under reduced pr... Reactants: [Al], O=C1CCC(=O)N1Br, ClCCl, Cn1c(CCc2ccc(F)cc2)cc(=O)n1-c1ccc(F)cc1. As a reaction SMILES: [Al:35].[Br:24][N:25]1[C:26](=[O:27])[CH2:28][CH2:29][C:30]1=[O:31].[CH2:32]([Cl:33])[Cl:34].[F:1][c:2]1[cH:3][cH:4][c:5](-[n:8]2[n:9]([CH3:23])[c:10]([CH2:14][CH2:15][c:16]3[cH:17][cH:18][c:19]([F:22])[cH:20][cH:21]3)[cH:11][c:12]2=[O:13])[cH:6][cH:7]1>>[F:1][c:2]1[cH:3][cH:4][c:5](-[n:8]2[n:9]([CH3:23])[c:10]([CH2:14][CH2:15][c:16]3[cH:17][cH:18][c:19]([F:22])[cH:20][cH:21]3)[c:11]([Br:24])[c:12]2=[O:13])[cH:6][cH:7]1. The product is Cn1c(CCc2ccc(F)cc2)c(Br)c(=O)n1-c1ccc(F)cc1. Starting materials: CC(C)O, CCN(C(C)C)C(C)C, Cl, NC1CCC(F)(F)CC1, O=[N+]([O-])c1cnc2c(ccn2S(=O)(=O)c2ccccc2)c1Cl. Yields the product O=[N+]([O-])c1cnc2c(ccn2S(=O)(=O)c2ccccc2)c1NC1CCC(F)(F)CC1. RXN SMILES: [CH3:42][CH:43]([OH:44])[CH3:45].[CH:33]([N:34]([CH:35]([CH3:36])[CH3:37])[CH2:38][CH3:39])([CH3:40])[CH3:41].[ClH:23].[F:24][C:25]1([F:32])[CH2:26][CH2:27][CH:28]([NH2:31])[CH2:29][CH2:30]1.[c:1]1([S:7](=[O:8])(=[O:9])[n:10]2[cH:11][cH:12][c:13]3[c:14]2[n:15][cH:16][c:17]([N+:20](=[O:21])[O-:22])[c:18]3[Cl:19])[cH:2][cH:3][cH:4][cH:5][cH:6]1>>[c:1]1([S:7](=[O:8])(=[O:9])[n:10]2[cH:11][cH:12][c:13]3[c:14]2[n:15][cH:16][c:17]([N+:20](=[O:21])[O-:22])[c:18]3[NH:31][CH:28]2[CH2:27][CH2:26][C:25]([F:24])([F:32])[CH2:30][CH2:29]2)[cH:2][cH:3][cH:4][cH:5][cH:6]1. Reactants: CC(CN1CCOCC1)(C)C1=CC(=NO1)N (5-(2-methyl-1-morpholinopropan-2-yl)isoxazol-3-amine), C([O-])([O-])=O.[K+].[K+] (potassium carbonate), ClC(=O)OC1=CC=CC=C1 (phenyl chloroformate). Run in C1CCOC1 (THF). Conditions: time 15 hour. Product: CC(CN1CCOCC1)(C)C1=CC(=NO1)NC(OC1=CC=CC=C1)=O (phenyl 5-(2-methyl-1-morpholinopropan-2-yl)isoxazol-3-ylcarbamate). Isolated yield 637.0%. As a reaction SMILES: [CH3:1][C:2]([C:11]1[O:15][N:14]=[C:13]([NH2:16])[CH:12]=1)([CH3:10])[CH2:3][N:4]1[CH2:9][CH2:8][O:7][CH2:6][CH2:5]1.C(=O)([O-])[O-].[K+].[K+].Cl[C:24]([O:26][C:27]1[CH:32]=[CH:31][CH:30]=[CH:29][CH:28]=1)=[O:25]>C1COCC1>[CH3:10][C:2]([C:11]1[O:15][N:14]=[C:13]([NH:16][C:24](=[O:25])[O:26][C:27]2[CH:32]=[CH:31][CH:30]=[CH:29][CH:28]=2)[CH:12]=1)([CH3:1])[CH2:3][N:4]1[CH2:9][CH2:8][O:7][CH2:6][CH2:5]1 |f:1.2.3|. Procedure: To a stirred mixture of 5-(2-methyl-1-morpholinopropan-2-yl)isoxazol-3-amine (20 mg, 0.010 mmol) and potassium carbonate (25 mg, 0.181 mmol) in THF (6 mL) at 0° C., was added dropwise phenyl chloroformate (0.010 mL, 0.08 mmol). The reaction mixture was warmed to rt and stirred for a further 15 h. The reaction mixture was filtrated and the filtrate washed with saturated aqueous sodium carbonate, then brine, and concentrated under reduced pressure. The residue was dissolved in dichoromethane and d... Reactants: C1(CC1)CN(C(OC(C)(C)C)=O)C1=NC=CC(=C1)C=1OC=C(N1)C(NC=1C(=NN(C1)C)N1C(N(CC1)CCO)=O)=O (tert-butyl (cyclopropylmethyl)(4-(4-((3-(3-(2-hydroxyethyl)-2-oxoimidazolidin-1-yl)-1-methyl-1H-pyrazol-4-yl)carbamoyl)-1,3-oxazol-2-yl)pyridin-2-yl)carbamate), C(C)OC(C)=O.Cl (hydrogen chloride ethyl acetate). Run in CO (methanol). Reaction conditions: temperature 50 celsius, time 1 hour. The product is C1(CC1)CNC1=NC=CC(=C1)C=1OC=C(N1)C(=O)NC=1C(=NN(C1)C)N1C(N(CC1)CCO)=O (2-(2-((cyclopropylmethyl)amino)pyridin-4-yl)-N-(3-(3-(2-hydroxyethyl)-2-oxoimidazolidin-1-yl)-1-methyl-1H-pyrazol-4-yl)-1,3-oxazole-4-carboxamide). The yield is 75.9%. RXN SMILES: [CH:1]1([CH2:4][N:5]([C:13]2[CH:18]=[C:17]([C:19]3[O:20][CH:21]=[C:22]([C:24](=[O:41])[NH:25][C:26]4[C:27]([N:32]5[CH2:36][CH2:35][N:34]([CH2:37][CH2:38][OH:39])[C:33]5=[O:40])=[N:28][N:29]([CH3:31])[CH:30]=4)[N:23]=3)[CH:16]=[CH:15][N:14]=2)C(=O)OC(C)(C)C)[CH2:3][CH2:2]1.C(OC(=O)C)C.Cl>CO>[CH:1]1([CH2:4][NH:5][C:13]2[CH:18]=[C:17]([C:19]3[O:20][CH:21]=[C:22]([C:24]([NH:25][C:26]4[C:27]([N:32]5[CH2:36][CH2:35][N:34]([CH2:37][CH2:38][OH:39])[C:33]5=[O:40])=[N:28][N:29]([CH3:31])[CH:30]=4)=[O:41])[N:23]=3)[CH:16]=[CH:15][N:14]=2)[CH2:2][CH2:3]1 |f:1.2|. Procedure: A mixture of tert-butyl (cyclopropylmethyl)(4-(4-((3-(3-(2-hydroxyethyl)-2-oxoimidazolidin-1-yl)-1-methyl-1H-pyrazol-4-yl)carbamoyl)-1,3-oxazol-2-yl)pyridin-2-yl)carbamate (208 mg), 4M hydrogen chloride ethyl acetate solution (5 mL) and methanol (5 mL) was stirred at 50° C. for 1 hr, the reaction mixture was cooled, and the solvent was evaporated under reduced pressure. The residue was dissolved in water, and the solution was basified with saturated aqueous sodium hydrogen carbonate solution, an... Reactants: CC1=CC=2C3=C(N(C2C=C1)CCC1=CC=CC=C1)CCN(C3)C(=O)OCC(Cl)(Cl)Cl (2,2,2-trichloroethyl 3,4-dihydro-8-methyl-5-phenethyl-1H-pyrido[4,3-b]indole-2(5H)-carboxylate), C(=O)(O)[O-].[Na+] (NaHCO3). Reagents/catalysts: [Zn] (Zn). Run in C(C)(=O)O (acetic acid). Run at temperature 25 celsius, time 2 hour. Yields the product CC1=CC=2C3=C(N(C2C=C1)CCC1=CC=CC=C1)CCNC3 (2,3,4,5-tetrahydro-8-methyl-5-phenethyl-1H-pyrido[4,3-b]indole). The yield is 51.7%. Reaction SMILES: [CH3:1][C:2]1[CH:10]=[CH:9][C:8]2[N:7]([CH2:11][CH2:12][C:13]3[CH:18]=[CH:17][CH:16]=[CH:15][CH:14]=3)[C:6]3[CH2:19][CH2:20][N:21](C(OCC(Cl)(Cl)Cl)=O)[CH2:22][C:5]=3[C:4]=2[CH:3]=1.C([O-])(O)=O.[Na+]>C(O)(=O)C.[Zn]>[CH3:1][C:2]1[CH:10]=[CH:9][C:8]2[N:7]([CH2:11][CH2:12][C:13]3[CH:18]=[CH:17][CH:16]=[CH:15][CH:14]=3)[C:6]3[CH2:19][CH2:20][NH:21][CH2:22][C:5]=3[C:4]=2[CH:3]=1 |f:1.2|. Procedure: A mixture of 2,2,2-trichloroethyl 3,4-dihydro-8-methyl-5-phenethyl-1H-pyrido[4,3-b]indole-2(5H)-carboxylate (100 mg, 0.2 mmol) and Zn dust (120 mg, 1.9 mmol) in acetic acid (1.2 ml) was stirred at 25° C. for 2 h. The reaction mixture was basified with saturated aqueous NaHCO3 and extracted with ethyl acetate. The organic layer was dried over anhydrous sodium sulfate and evaporated to obtain 30 mg of 2,3,4,5-tetrahydro-8-methyl-5-phenethyl-1H-pyrido[4,3-b]indole after purification on silica gel (...